This data is from the Open Reaction Database (ORD), a public repository of structured organic reaction records. The task is: describe an organic reaction: reactants, conditions, products, and yield Starting materials: O=C(O)c1cc(Br)ccc1Cl, Cc1ccccc1, CN(C)C=O, O=S(Cl)Cl. Yields the product O=C(Cl)c1cc(Br)ccc1Cl. As a reaction SMILES: [Br:1][c:2]1[cH:3][cH:4][c:5]([Cl:11])[c:6]([C:7](=[O:8])[OH:9])[cH:10]1.[CH3:21][c:22]1[cH:23][cH:24][cH:25][cH:26][cH:27]1.[O:12]=[CH:13][N:14]([CH3:15])[CH3:16].[S:17]([Cl:18])([Cl:19])=[O:20]>>[Br:1][c:2]1[cH:3][cH:4][c:5]([Cl:11])[c:6]([C:7](=[O:8])[Cl:19])[cH:10]1. Reaction conditions: temperature 25 celsius, time 18 hour. Starting materials: c1(ccccc1)CN, N([BH2-])(C)C.[Li+], C1CN(C[C@@H](C1=O)O)S(=O)(=O)C. Product: CS(=O)(=O)N1CC[C@@H](N)[C@H](O)C1. Reagents/catalysts: c1ccc(cc1)-c2c3ccccc3cc4ccccc24 (9-Phenylanthracene). As a reaction SMILES: [CH3:1][S:2]([N:5]1[CH2:11][C@H:9]([OH:10])[C:8](=O)[CH2:7][CH2:6]1)(=[O:4])=[O:3].[NH2:12]Cc1ccccc1.[Li+].[BH3-]N(C)C>>[CH3:1][S:2]([N:5]1[CH2:11][C@@H:9]([OH:10])[C@H:8]([NH2:12])[CH2:7][CH2:6]1)(=[O:4])=[O:3]. Starting materials: C1CC2CNCCN2C1, CC1Cc2ccc(-c3cnn(C)c3)cc2CN1c1cc(Cl)nc(N)n1. The product is CC1Cc2ccc(-c3cnn(C)c3)cc2CN1c1cc(N2CCN3CCCC3C2)nc(N)n1. RXN SMILES: [CH2:26]1[CH:27]2[N:28]([CH2:29][CH2:30][NH:31]1)[CH2:32][CH2:33][CH2:34]2.[Cl:1][c:2]1[n:3][c:4]([NH2:25])[n:5][c:6]([N:8]2[CH2:9][c:10]3[cH:11][c:12](-[c:19]4[cH:20][n:21][n:22]([CH3:24])[cH:23]4)[cH:13][cH:14][c:15]3[CH2:16][CH:17]2[CH3:18])[cH:7]1>>[c:2]1([N:31]2[CH2:26][CH:27]3[N:28]([CH2:29][CH2:30]2)[CH2:32][CH2:33][CH2:34]3)[n:3][c:4]([NH2:25])[n:5][c:6]([N:8]2[CH2:9][c:10]3[cH:11][c:12](-[c:19]4[cH:20][n:21][n:22]([CH3:24])[cH:23]4)[cH:13][cH:14][c:15]3[CH2:16][CH:17]2[CH3:18])[cH:7]1.